From a dataset of the Open Reaction Database (ORD), a public repository of structured organic reaction records. describe an organic reaction: reactants, conditions, products, and yield Reactants: CC(C)=CCBr, C=CCOc1ccc2[nH]c(=O)ccc2c1, CN(C)C=O, [H-], [Na+]. Yields the product C=CCOc1ccc2nc(OCC=C(C)C)ccc2c1. Reaction SMILES: [CH2:18]([CH:19]=[C:20]([CH3:21])[CH3:22])[Br:23].[CH2:1]([CH:2]=[CH2:3])[O:4][c:5]1[cH:6][c:7]2[cH:8][cH:9][c:10](=[O:15])[nH:11][c:12]2[cH:13][cH:14]1.[CH3:24][N:25]([CH3:26])[CH:27]=[O:28].[H-:16].[Na+:17]>>[CH2:1]([CH:2]=[CH2:3])[O:4][c:5]1[cH:6][c:7]2[cH:8][cH:9][c:10]([O:15][CH2:18][CH:19]=[C:20]([CH3:21])[CH3:22])[n:11][c:12]2[cH:13][cH:14]1.